Task: describe an organic reaction: reactants, conditions, products, and yield. Dataset: the Open Reaction Database (ORD), a public repository of structured organic reaction records The reactants are CC(C)C(N)C(=O)O, [Na+], [OH-], O=C(Cl)Cc1ccccc1. The product is CC(C)C(NC(=O)Cc1ccccc1)C(=O)O. As a reaction SMILES: [CH3:1][CH:2]([CH3:3])[CH:4]([NH2:5])[C:6]([OH:7])=[O:8].[Na+:10].[OH-:9].[c:11]1([CH2:17][C:18](=[O:19])[Cl:20])[cH:12][cH:13][cH:14][cH:15][cH:16]1>>[CH3:1][CH:2]([CH3:3])[CH:4]([NH:5][C:18]([CH2:17][c:11]1[cH:12][cH:13][cH:14][cH:15][cH:16]1)=[O:19])[C:6]([OH:7])=[O:8].